From a dataset of the Open Reaction Database (ORD), a public repository of structured organic reaction records. describe an organic reaction: reactants, conditions, products, and yield The reactants are C(C1=CC=CC=C1)OC(CC[C@@H](NC(CCCCCCCCCC1=C(C(C(=C(C1=O)OC)OC)=O)C)=O)C(N)=O)=O (10-(2,3-Dimethoxy-5-methyl-1,4-benzoquinon-6-yl)decanoyl-D-isoglutamine benzyl ester), ferric chloride. The reagents and catalysts are [Pd] (palladium black). Solvent: CO (methanol), O (water). Reaction conditions: time 10 minute. The product is COC=1C(C(=C(C(C1OC)=O)C)CCCCCCCCCC(=O)N[C@H](CCC(=O)O)C(N)=O)=O (10-(2,3-dimethoxy-5-methyl-1,4-benzoquinon-6-yl)decanoyl-D-isoglutamine). The yield is 55.8%. As a reaction SMILES: C([O:8][C:9](=[O:41])[CH2:10][CH2:11][C@H:12]([C:38](=[O:40])[NH2:39])[NH:13][C:14](=[O:37])[CH2:15][CH2:16][CH2:17][CH2:18][CH2:19][CH2:20][CH2:21][CH2:22][CH2:23][C:24]1[C:29](=[O:30])[C:28]([O:31][CH3:32])=[C:27]([O:33][CH3:34])[C:26](=[O:35])[C:25]=1[CH3:36])C1C=CC=CC=1>CO.O.[Pd]>[CH3:32][O:31][C:28]1[C:29](=[O:30])[C:24]([CH2:23][CH2:22][CH2:21][CH2:20][CH2:19][CH2:18][CH2:17][CH2:16][CH2:15][C:14]([NH:13][C@@H:12]([C:38](=[O:40])[NH2:39])[CH2:11][CH2:10][C:9]([OH:41])=[O:8])=[O:37])=[C:25]([CH3:36])[C:26](=[O:35])[C:27]=1[O:33][CH3:34]. Procedure: 10-(2,3-Dimethoxy-5-methyl-1,4-benzoquinon-6-yl)decanoyl-D-isoglutamine benzyl ester (3.42 g, 6 mmol) was dissolved in methanol (12 ml) and, the solution was hydrogenated with palladium black at room temperature for 3 hours. After completion of the reaction, the solvent was distilled off and the residue was dissolved in methanol (25 ml). A solution of ferric chloride (2.43 g, 15 mmol) in water (5 ml) was added and the mixture was stirred at room temperature for 10 minutes. The solvent was then d...